Dataset: the Open Reaction Database (ORD), a public repository of structured organic reaction records. Task: describe an organic reaction: reactants, conditions, products, and yield As a reaction SMILES: [CH2:16]1[O:17][CH2:18][CH2:19][CH2:20]1.[Cl:1][c:2]1[c:3]([C:9](=[O:10])[O:11][CH3:12])[n:4][n:5][c:6]([Cl:8])[cH:7]1.[ClH:15].[Li+:14].[OH-:13].[OH2:21]>>[Cl:1][c:2]1[c:3]([C:9](=[O:10])[OH:11])[n:4][n:5][c:6]([Cl:8])[cH:7]1. Reactants: C1CCOC1, COC(=O)c1nnc(Cl)cc1Cl, Cl, [Li+], [OH-], O. The product is O=C(O)c1nnc(Cl)cc1Cl. Starting materials: BrC1=CC=C2CCN(CC2=C1)C(C(F)(F)F)=O (7-bromo-2-trifluoroacetyl-1,2,3,4-tetrahydroisoquinoline), CC1=CC=C(C=C1)OB(O)O (4-methylphenylboric acid), aqueous solution, C([O-])([O-])=O.[K+].[K+] (potassium carbonate), C(C)O (ethanol). Reagents/catalysts: C=1C=CC(=CC1)[P](C=2C=CC=CC2)(C=3C=CC=CC3)[Pd]([P](C=4C=CC=CC4)(C=5C=CC=CC5)C=6C=CC=CC6)([P](C=7C=CC=CC7)(C=8C=CC=CC8)C=9C=CC=CC9)[P](C=1C=CC=CC1)(C=1C=CC=CC1)C=1C=CC=CC1 (tetrakis(triphenylphosphine)palladium). Solvent: C1(=CC=CC=C1)C (toluene). Conditions: time 30 minute. Yields the product CC1=CC=C(C=C1)C1=CC=C2CCNCC2=C1 (7-(4-methylphenyl)-1,2,3,4-tetrahydroisoquinoline). The yield is 73.3%. Reaction SMILES: Br[C:2]1[CH:11]=[C:10]2[C:5]([CH2:6][CH2:7][N:8](C(=O)C(F)(F)F)[CH2:9]2)=[CH:4][CH:3]=1.[CH3:18][C:19]1[CH:24]=[CH:23][C:22](OB(O)O)=[CH:21][CH:20]=1.C(=O)([O-])[O-].[K+].[K+].C(O)C>C1C=CC([P]([Pd]([P](C2C=CC=CC=2)(C2C=CC=CC=2)C2C=CC=CC=2)([P](C2C=CC=CC=2)(C2C=CC=CC=2)C2C=CC=CC=2)[P](C2C=CC=CC=2)(C2C=CC=CC=2)C2C=CC=CC=2)(C2C=CC=CC=2)C2C=CC=CC=2)=CC=1.C1(C)C=CC=CC=1>[CH3:18][C:19]1[CH:24]=[CH:23][C:22]([C:2]2[CH:11]=[C:10]3[C:5]([CH2:6][CH2:7][NH:8][CH2:9]3)=[CH:4][CH:3]=2)=[CH:21][CH:20]=1 |f:2.3.4,^1:41,43,62,81|. Reported procedure: To 7-bromo-2-trifluoroacetyl-1,2,3,4-tetrahydroisoquinoline (8.1 g), 4-methylphenylboric acid (3.9 g), a 2 M aqueous solution of potassium carbonate (40 ml) and ethanol (40 ml) was added toluene (100 ml), and the resulting mixture was stirred at room temperature under an argon atmosphere for 30 minutes. Thereto was added tetrakis(triphenylphosphine)palladium (1.26 g), and the resulting mixture was refluxed under an argon atmosphere for 4.5 hours. The reaction mixture was extracted with ethyl ace... Starting materials: [BH4-], CC(=O)c1oc2ccc(OCc3ccccc3)cc2c1C, CO, [Na+], C1CCOC1. Product: Cc1c(C(C)O)oc2ccc(OCc3ccccc3)cc12. RXN SMILES: [BH4-:22].[CH2:1]([c:2]1[cH:3][cH:4][cH:5][cH:6][cH:7]1)[O:8][c:9]1[cH:10][cH:11][c:12]2[c:13]([c:14]([CH3:20])[c:15]([C:17]([CH3:18])=[O:19])[o:16]2)[cH:21]1.[CH3:29][OH:30].[Na+:23].[O:24]1[CH2:25][CH2:26][CH2:27][CH2:28]1>>[CH2:1]([c:2]1[cH:3][cH:4][cH:5][cH:6][cH:7]1)[O:8][c:9]1[cH:10][cH:11][c:12]2[c:13]([c:14]([CH3:20])[c:15]([CH:17]([CH3:18])[OH:19])[o:16]2)[cH:21]1. The reactants are C1=CC2=NO[N+](=C2C=C1)[O-] (benzofuroxan), N#CN (cyanamide). Yields the product C=1C=CC2=C(C1)[N+](=C(N=[N+]2[O-])N)[O-] (tirapazamine). As a reaction SMILES: [CH:1]1[CH:9]=[CH:8][C:7]2[C:3](=[N:4][O:5][N+:6]=2[O-:10])[CH:2]=1.[N:11]#[C:12][NH2:13]>>[CH:1]1[CH:9]=[CH:8][C:7]2[N+:6]([O-:10])=[N:11][C:12]([NH2:13])=[N+:4]([O-:5])[C:3]=2[CH:2]=1. Procedure: More particularly, benzofuroxan is reacted with a stoichiometric excess of cyanamide in the presence of an organic base in a non-aqueous medium at about room temperature. When the reaction is complete the reaction mixture is treated with an organic acid to give tirapazamine. Starting materials: COc1ccc(OCC(=O)C2CCCN2C(=O)C2CCCN2C(=O)NCc2ccccc2)cc1, CC#N, [Ce], O=[N+]([O-])[O-], [NH4+], O, c1ccncc1. The product is O=C(CO)C1CCCN1C(=O)C1CCCN1C(=O)NCc1ccccc1. RXN SMILES: [CH3:1][O:2][c:3]1[cH:4][cH:5][c:6]([O:7][CH2:8][C:9](=[O:10])[CH:11]2[N:12]([C:16](=[O:17])[CH:18]3[N:19]([C:23](=[O:24])[NH:25][CH2:26][c:27]4[cH:28][cH:29][cH:30][cH:31][cH:32]4)[CH2:20][CH2:21][CH2:22]3)[CH2:13][CH2:14][CH2:15]2)[cH:33][cH:34]1.[CH3:47][C:48]#[N:49].[Ce:45].[N+:41]([O-:42])([O-:43])=[O:44].[NH4+:46].[OH2:50].[cH:35]1[cH:36][cH:37][n:38][cH:39][cH:40]1>>[OH:7][CH2:8][C:9](=[O:10])[CH:11]1[N:12]([C:16](=[O:17])[CH:18]2[N:19]([C:23](=[O:24])[NH:25][CH2:26][c:27]3[cH:28][cH:29][cH:30][cH:31][cH:32]3)[CH2:20][CH2:21][CH2:22]2)[CH2:13][CH2:14][CH2:15]1. The reactants are O=C([O-])[O-], CCCCBr, CC(C)=O, CCOCC, [K+], [K+], COc1cc(CC#N)ccc1O. The product is CCCCOc1ccc(CC#N)cc1OC. RXN SMILES: [C:18](=[O:19])([O-:20])[O-:21].[CH2:13]([CH2:14][CH2:15][CH3:16])[Br:17].[CH3:24][C:25](=[O:26])[CH3:27].[CH3:28][CH2:29][O:30][CH2:31][CH3:32].[K+:22].[K+:23].[OH:1][c:2]1[c:3]([O:11][CH3:12])[cH:4][c:5]([CH2:8][C:9]#[N:10])[cH:6][cH:7]1>>[O:1]([c:2]1[c:3]([O:11][CH3:12])[cH:4][c:5]([CH2:8][C:9]#[N:10])[cH:6][cH:7]1)[CH2:13][CH2:14][CH2:15][CH3:16].